Dataset: the Open Reaction Database (ORD), a public repository of structured organic reaction records. Task: describe an organic reaction: reactants, conditions, products, and yield Conditions: temperature 60 celsius, time 1 hour. The yield is 133.5%. Product: COC1=CC=C(COC2=CC(=NN2C)C(=O)O)C=C1 (5-(4-Methoxybenzyloxy)-1-methyl-1H-pyrazole-3-carboxylic Acid). The reactants are COC(=O)C1=NN(C(=C1)O)C (5-hydroxy-1-methyl-1H-pyrazole-3-carboxylic acid methyl ester), CN(C)C=O (DMF), C(=O)([O-])[O-].[K+].[K+] (K2CO3), COC1=CC=C(CCl)C=C1 (p-methoxybenzyl chloride), O (water), CO (MeOH), [Li+].[OH-] (LiOH). As a reaction SMILES: C[O:2][C:3]([C:5]1[CH:9]=[C:8]([OH:10])[N:7]([CH3:11])[N:6]=1)=[O:4].CN(C=O)C.C([O-])([O-])=O.[K+].[K+].[CH3:23][O:24][C:25]1[CH:32]=[CH:31][C:28]([CH2:29]Cl)=[CH:27][CH:26]=1.CO.[Li+].[OH-].O>>[CH3:23][O:24][C:25]1[CH:32]=[CH:31][C:28]([CH2:29][O:10][C:8]2[N:7]([CH3:11])[N:6]=[C:5]([C:3]([OH:2])=[O:4])[CH:9]=2)=[CH:27][CH:26]=1 |f:2.3.4,7.8|. Procedure details: To a stirred solution of 5-hydroxy-1-methyl-1H-pyrazole-3-carboxylic acid methyl ester (200 mg, 1 mmol) in DMF (992 μL, 12.8 mmol) at 0° C. was added K2CO3 (195 mg, 1.4 mmol). After 10 minutes at 0° C. p-methoxybenzyl chloride (208 μL, 1.5 mmol) was added, and the resulting mixture was stirred at 60° C. for 1 hour, before allowing to cool to room temperature. MeOH (2.6 mL, 63.2 mmol) was added, followed by LiOH (61.4 mg, 2.6 mmol) in water (2.6 mL, 142 mmol), and the reaction was monitored for c... Starting materials: C1CCOC1, O=C(O)CCCCCc1ccccc1. Yields the product OCCCCCCc1ccccc1. As a reaction SMILES: [O:15]1[CH2:16][CH2:17][CH2:18][CH2:19]1.[c:1]1([CH2:7][CH2:8][CH2:9][CH2:10][CH2:11][C:12](=[O:13])[OH:14])[cH:2][cH:3][cH:4][cH:5][cH:6]1>>[c:1]1([CH2:7][CH2:8][CH2:9][CH2:10][CH2:11][CH2:12][OH:13])[cH:2][cH:3][cH:4][cH:5][cH:6]1. Reactants: FC1=CC=C(C=C1)N1C=CC2=CC(=CC=C12)C(=O)O (1-(4-fluorophenyl)-1H-indole-5-carboxylic acid), [H-].[Al+3].[Li+].[H-].[H-].[H-] (lithium aluminum hydride), O (water), [OH-].[Na+] (sodium hydroxide), O (water). Solvent: O1CCCC1 (tetrahydro-furan), O1CCCC1 (tetrahydrofuran). Reaction conditions: temperature 0 celsius. The product is FC1=CC=C(C=C1)N1C=CC2=CC(=CC=C12)CO (1-(4-Fluorophenyl)-5-hydoxymethyl-1H-indole). Reaction SMILES: [F:1][C:2]1[CH:7]=[CH:6][C:5]([N:8]2[C:16]3[C:11](=[CH:12][C:13]([C:17](O)=[O:18])=[CH:14][CH:15]=3)[CH:10]=[CH:9]2)=[CH:4][CH:3]=1.[H-].[Al+3].[Li+].[H-].[H-].[H-].O.[OH-].[Na+]>O1CCCC1>[F:1][C:2]1[CH:7]=[CH:6][C:5]([N:8]2[C:16]3[C:11](=[CH:12][C:13]([CH2:17][OH:18])=[CH:14][CH:15]=3)[CH:10]=[CH:9]2)=[CH:4][CH:3]=1 |f:1.2.3.4.5.6,8.9|. Procedure details: A solution of the crude 1-(4-fluorophenyl)-1H-indole-5-carboxylic acid in tetrahydro-furan (700 mL) was added cautiously to a mixture of lithium aluminum hydride (9.8 g) in tetrahydrofuran (400 mL) at 0° C. The resulting mixture was boiled under reflux for 2 h. After cooling to 0° C., water (10 mL), 14% aqueous sodium hydroxide (10 mL) and water (10 mL) was added. Filtration using celite and evaporation of the solvents afforded crystalline title compound 10a (27 g): Mp 69-70° C.; 1H NMR (CDCl3) ... Starting materials: N1=CC=CC=C1 (pyridine), C(C#CC)OC1=CC=C(C=C1)S(=O)(=O)Cl (4-but-2-ynyloxy-benzenesulfonyl chloride), N[C@@H](C(=O)OC)C1=CC=C(C=C1)OCCNC(=O)OC(C)(C)C (methyl (2R)-amino(4-{2-[(tert-butoxycarbonyl)amino]ethoxy}phenyl)ethanoate). Run in CCOCC (ether), C(Cl)(Cl)Cl (chloroform). Conditions: time 15 hour. The product is C(C)(C)(C)OC(=O)NCCOC1=CC=C(C=C1)[C@H](C(=O)OC)NS(=O)(=O)C1=CC=C(C=C1)OCC#CC (methyl (2R)-(4-{2-[(tert-butoxycarbonyl)amino]ethoxy}phenyl)({[4-(2-butynyloxy)phenyl]sulfonyl}amino)ethanoate). Isolated yield 61.8%. RXN SMILES: [NH2:1][C@H:2]([C:7]1[CH:12]=[CH:11][C:10]([O:13][CH2:14][CH2:15][NH:16][C:17]([O:19][C:20]([CH3:23])([CH3:22])[CH3:21])=[O:18])=[CH:9][CH:8]=1)[C:3]([O:5][CH3:6])=[O:4].N1C=CC=CC=1.[CH2:30]([O:34][C:35]1[CH:40]=[CH:39][C:38]([S:41](Cl)(=[O:43])=[O:42])=[CH:37][CH:36]=1)[C:31]#[C:32][CH3:33]>C(Cl)(Cl)Cl.CCOCC>[C:20]([O:19][C:17]([NH:16][CH2:15][CH2:14][O:13][C:10]1[CH:9]=[CH:8][C:7]([C@@H:2]([NH:1][S:41]([C:38]2[CH:37]=[CH:36][C:35]([O:34][CH2:30][C:31]#[C:32][CH3:33])=[CH:40][CH:39]=2)(=[O:43])=[O:42])[C:3]([O:5][CH3:6])=[O:4])=[CH:12][CH:11]=1)=[O:18])([CH3:23])([CH3:22])[CH3:21]. Procedure: To a solution of 0.682 g (2.10 mmol) of methyl (2R)-amino(4-{2-[(tert-butoxycarbonyl)amino]ethoxy}phenyl)ethanoate dissolved in 10 mL of chloroform and 2.2 mL of pyridine was added 0.566 g (2.315 mmol) of 4-but-2-ynyloxy-benzenesulfonyl chloride. The reaction was stirred at room temperature for 15 h and then diluted with ether. The organics were washed with water, 5% HCl solution and brine, dried over magnesium sulfate, filtered and concentrated in vacuo to provide 0.691 g of methyl (2R)-(4-{2-[... The reactants are COCCO, CS(=O)(=O)NC1CCCCC1Nc1nc(Cl)ncc1Cl, Cl, CCN1C(=O)CCC(C)(C)c2cc(N)ccc21, C1COCCO1. The product is CCN1C(=O)CCC(C)(C)c2cc(Nc3ncc(Cl)c(NC4CCCCC4NS(C)(=O)=O)n3)ccc21. As a reaction SMILES: [CH3:45][O:46][CH2:47][CH2:48][OH:49].[Cl:1][c:2]1[n:3][cH:4][c:5]([Cl:20])[c:6]([NH:8][CH:9]2[CH:10]([NH:15][S:16](=[O:17])(=[O:18])[CH3:19])[CH2:11][CH2:12][CH2:13][CH2:14]2)[n:7]1.[ClH:38].[NH2:21][c:22]1[cH:23][c:24]2[c:25]([cH:36][cH:37]1)[N:26]([CH2:34][CH3:35])[C:27](=[O:33])[CH2:28][CH2:29][C:30]2([CH3:31])[CH3:32].[O:39]1[CH2:40][CH2:41][O:42][CH2:43][CH2:44]1>>[c:2]1([NH:21][c:22]2[cH:23][c:24]3[c:25]([cH:36][cH:37]2)[N:26]([CH2:34][CH3:35])[C:27](=[O:33])[CH2:28][CH2:29][C:30]3([CH3:31])[CH3:32])[n:3][cH:4][c:5]([Cl:20])[c:6]([NH:8][CH:9]2[CH:10]([NH:15][S:16](=[O:17])(=[O:18])[CH3:19])[CH2:11][CH2:12][CH2:13][CH2:14]2)[n:7]1.